Dataset: the Open Reaction Database (ORD), a public repository of structured organic reaction records. Task: describe an organic reaction: reactants, conditions, products, and yield The reactants are 880g, OC1=CC=C(C=C1)C(C)(C)C1=CC=C(C=C1)O (bisphenol-A), 1000g, C(C)(=O)OC(C)=O (acetic anhydride). Conditions: temperature 135 celsius, time 4 hour. The product is C(C)(=O)O.C(C)(=O)O.OC1=CC=C(C=C1)C(C)(C)C1=CC=C(C=C1)O (Bisphenol-A Diacetate). Reaction SMILES: [OH:1][C:2]1[CH:7]=[CH:6][C:5]([C:8]([C:11]2[CH:16]=[CH:15][C:14]([OH:17])=[CH:13][CH:12]=2)([CH3:10])[CH3:9])=[CH:4][CH:3]=1.[C:18]([O:21]C(=O)C)(=[O:20])[CH3:19]>>[C:18]([OH:21])(=[O:20])[CH3:19].[C:18]([OH:21])(=[O:20])[CH3:19].[OH:1][C:2]1[CH:3]=[CH:4][C:5]([C:8]([C:11]2[CH:12]=[CH:13][C:14]([OH:17])=[CH:15][CH:16]=2)([CH3:10])[CH3:9])=[CH:6][CH:7]=1 |f:2.3.4|. Procedure details: Into a reactor was charged 880g of bisphenol-A and 1000g of acetic anhydride. The reaction was heated to about 135° C. and held at this temperature for about 4 hours. The reaction was vacuum distilled for partial removal of acetic anhydride. Analysis of the crude product showed that conversion to bisphenol-A diacetate was 99.9% complete. The material also contained some residual acetic anhydride (less than 600 ppm based on weight of bisphenol-A diacetate as measured by titration with morpholine ... Starting materials: BrC=1C=CC2=C(SC(=C2C(=O)OCC)N)C1 (ethyl 6-bromo-2-aminobenzo[b]thiophene-3-carboxylate), FC1=C(C=CC(=C1)F)[N+](=O)[O-] (2,4-difluoronitrobenzene). Solvent: CS(=O)C (dimethyl sulfoxide). The product is BrC=1C=CC2=C(SC(=C2C(=O)OCC)NC2=C(C=CC(=C2)F)[N+](=O)[O-])C1 (ethyl 6-bromo-2-(5-fluoro-2-nitroanilino)benzo[b]thiophene-3-carboxylate). The yield is 77.7%. Reaction SMILES: [Br:1][C:2]1[CH:3]=[CH:4][C:5]2[C:9]([C:10]([O:12][CH2:13][CH3:14])=[O:11])=[C:8]([NH2:15])[S:7][C:6]=2[CH:16]=1.F[C:18]1[CH:23]=[C:22]([F:24])[CH:21]=[CH:20][C:19]=1[N+:25]([O-:27])=[O:26]>CS(C)=O>[Br:1][C:2]1[CH:3]=[CH:4][C:5]2[C:9]([C:10]([O:12][CH2:13][CH3:14])=[O:11])=[C:8]([NH:15][C:18]3[CH:23]=[C:22]([F:24])[CH:21]=[CH:20][C:19]=3[N+:25]([O-:27])=[O:26])[S:7][C:6]=2[CH:16]=1. Procedure details: In the same manner as in Starting Material Synthesis Example 4 and using ethyl 6-bromo-2-aminobenzo[b]thiophene-3-carboxylate (8.8 g), 2,4-difluoronitrobenzene (5.6 g) and dimethyl sulfoxide (100 ml), ethyl 6-bromo-2-(5-fluoro-2-nitroanilino)benzo[b]thiophene-3-carboxylate (10 g) was obtained.